describe an organic reaction: reactants, conditions, products, and yield From a dataset of the Open Reaction Database (ORD), a public repository of structured organic reaction records. The reactants are ClC=1C=C(C=C(C1)Cl)SC1=C(N=C(N1CC1=CC=NC=C1)CO)C(C)C (5-(3,5-Dichlorophenylthio)-4-isoproyl-1-(4-pyridylmethyl)-2-hydroxymethyl-1H-imidazole), N(C(=O)[O-])C(=O)[O-] (iminodicarboxylate), N-octadecanyloxycarbonyl isocyanate, C(CCCCCCCCCCCCCCCCC)O (1-octadecanol), [N-]=C=O (isocyanate). Yields the product N(C(=O)OCCCCCCCCCCCCCCCCCC)C(=O)OCC=1N(C(=C(N1)C(C)C)SC1=CC(=CC(=C1)Cl)Cl)CC1=CC=NC=C1 (5-(3,5-Dichlorophenylthio)-4-isopropyl-1-(4-pyridylmethyl)-1H-imidazol-2-ylmethyl octadecyl iminodicaboxylate). Yield: 66.0%. RXN SMILES: [Cl:1][C:2]1[CH:3]=[C:4]([S:9][C:10]2[N:14]([CH2:15][C:16]3[CH:21]=[CH:20][N:19]=[CH:18][CH:17]=3)[C:13]([CH2:22][OH:23])=[N:12][C:11]=2[CH:24]([CH3:26])[CH3:25])[CH:5]=[C:6]([Cl:8])[CH:7]=1.[NH:27]([C:31]([O-:33])=[O:32])[C:28]([O-:30])=O.[CH2:34](O)[CH2:35][CH2:36][CH2:37][CH2:38][CH2:39][CH2:40][CH2:41][CH2:42][CH2:43][CH2:44][CH2:45][CH2:46][CH2:47][CH2:48][CH2:49][CH2:50][CH3:51].[N-]=C=O>>[NH:27]([C:28]([O:23][CH2:22][C:13]1[N:14]([CH2:15][C:16]2[CH:21]=[CH:20][N:19]=[CH:18][CH:17]=2)[C:10]([S:9][C:4]2[CH:3]=[C:2]([Cl:1])[CH:7]=[C:6]([Cl:8])[CH:5]=2)=[C:11]([CH:24]([CH3:26])[CH3:25])[N:12]=1)=[O:30])[C:31]([O:33][CH2:51][CH2:50][CH2:49][CH2:48][CH2:47][CH2:46][CH2:45][CH2:44][CH2:43][CH2:42][CH2:41][CH2:40][CH2:39][CH2:38][CH2:37][CH2:36][CH2:35][CH3:34])=[O:32]. Procedure: The compound 89 (245 mg, 0.6 mmol) was converted to the iminodicarboxylate with N-octadecanyloxycarbonyl isocyanate prepared from 1-octadecanol (297 mg, 1.1 mmol) and N-chloroarbonyl isocyanate (106 mg, 1 mmol) in the same manner as the example 82 to give the compound 100 (295 mg, 66%). Mp. 96-98° C. Rf 0.46 (EtOAc). 1H-NMR (CDCl3): δH0.88 (3 H, t like, CH3), 1.25-1.30 (30 H, m, --CH2 --), 1.31 (6 H, d, J 6.9 Hz, (CH3)2CH), 1.62 (2 H, m, --CH2 --), 3.18 (1 H, sep, J 6.9 Hz, (CH3)2CH), 4.14 (2 H,... Starting materials: [Cu]C#N (copper (I) cyanide), [C-]#N.[K+] (potassium cyanide), Cl (hydrochloric acid), S(C1=CC=C(N)C=C1)C1=CC=C(N)C=C1 (4,4'-thiodianiline), C([O-])([O-])=O.[Na+].[Na+] (sodium carbonate), aqueous solution, N(=O)[O-].[Na+] (sodium nitrite), ice. Run in C(C)(=O)OCC (ethyl acetate), O.C1=CC=CC=C1 (water benzene). Reaction conditions: time 2 hour. The product is C(#N)C1=CC=C(C=C1)SC1=CC=C(C=C1)C#N (bis(4-cyanophenyl) sulfide). Isolated yield 49.4%. Reaction SMILES: Cl.[S:2]([C:10]1[CH:16]=[CH:15][C:13](N)=[CH:12][CH:11]=1)[C:3]1[CH:9]=[CH:8][C:6](N)=[CH:5][CH:4]=1.N([O-])=O.[Na+].C(=O)([O-])[O-].[Na+].[Na+].[Cu][C:28]#[N:29].[C-:30]#[N:31].[K+]>C(OCC)(=O)C.O.C1C=CC=CC=1>[C:30]([C:6]1[CH:8]=[CH:9][C:3]([S:2][C:10]2[CH:16]=[CH:15][C:13]([C:28]#[N:29])=[CH:12][CH:11]=2)=[CH:4][CH:5]=1)#[N:31] |f:2.3,4.5.6,8.9,11.12|. Reported procedure: Concentrated hydrochloric acid (45 ml) and ice were added to 21.7 g of 4,4'-thiodianiline to which, with ice-cooling, was subsequently added dropwise 50 ml of aqueous solution of 15.2 g sodium nitrite spending 30 minutes. Five minutes thereafter, the reaction mixture was neutralized with sodium carbonate and added dropwise to 250 ml of ice-cooled water-benzene (3:2) solution containing 22.4 g of copper (I) cyanide and 38.2 g of potassium cyanide. The reaction mixture was stirred for 2 hours whil... Starting materials: C(#N)[BH3-].[Na+] (sodium cyanoborohydride), ClC1=C(C(=NC2=CC(=CC(=C12)F)F)N1C(CNCC1)=O)C (1-(4-chloro-5,7-difluoro-3-methylquinolin-2-yl)piperazin-2-one), C=O (paraformaldehyde), C(C)(=O)O[BH-](OC(C)=O)OC(C)=O.[Na+] (sodium triacetoxyborohydride). Solvent: CO (MeOH), C(Cl)Cl (DCM), O (water), ClC(C)Cl (dichloroethane). Reaction conditions: time 6.5 hour. Product: ClC1=C(C(=NC2=CC(=CC(=C12)F)F)N1C(CN(CC1)C)=O)C (1-(4-chloro-5,7-difluoro-3-methylquinolin-2-yl)-4-methylpiperazin-2-one). As a reaction SMILES: [Cl:1][C:2]1[C:11]2[C:6](=[CH:7][C:8]([F:13])=[CH:9][C:10]=2[F:12])[N:5]=[C:4]([N:14]2[CH2:19][CH2:18][NH:17][CH2:16][C:15]2=[O:20])[C:3]=1[CH3:21].C=O.[C:24](O[BH-](OC(=O)C)OC(=O)C)(=O)C.[Na+].C([BH3-])#N.[Na+]>ClC(Cl)C.C(Cl)Cl.O.CO>[Cl:1][C:2]1[C:11]2[C:6](=[CH:7][C:8]([F:13])=[CH:9][C:10]=2[F:12])[N:5]=[C:4]([N:14]2[CH2:19][CH2:18][N:17]([CH3:24])[CH2:16][C:15]2=[O:20])[C:3]=1[CH3:21] |f:2.3,4.5|. Procedure: The 1-(4-chloro-5,7-difluoro-3-methylquinolin-2-yl)piperazin-2-one (52.0 mg, 0.167 mmol) and paraformaldehyde (5.01 mg, 0.167 mmol) were dissolved in 1.5 mL of a 2:1 dichloroethane:MeOH solution. The sodium triacetoxyborohydride (106 mg, 0.500 mmol) was added and the reaction mixture was stirred for 6.5 h. The reaction by LCMS had only progressed ˜30%. Some sodium cyanoborohydride (50 mg, 0.796 mmol) was added turning the mixture into a solution again and stirred overnight. The reaction was then...